Dataset: the Open Reaction Database (ORD), a public repository of structured organic reaction records. Task: describe an organic reaction: reactants, conditions, products, and yield Reactants: N1(CCCC2=CC=CC=C12)C=1C(=NC=CC1)CN (C-[3-(3,4-dihydro-2H-quinoline-1-yl)pyridine-2-yl]methylamine), [BH-](OC(=O)C)(OC(=O)C)OC(=O)C.[Na+] (NaBH(OAc)3). Solvent: C(Cl)Cl (CH2Cl2), CC=1C(=NC=C(C1)C)C=O (3,5-Dimethyl-pyridine-2-carbaldehyde). The product is N1(CCCC2=CC=CC=C12)C=1C(=NC=CC1)CNCC1=NC=C(C=C1C)C ([3-(3,4-Dihydro-2H-quinolin-1-yl)-pyridin-2-ylmethyl]-(3,5-dimethyl-pyridin-2-ylmethyl)-amine). Reaction SMILES: [N:1]1([C:11]2[C:12]([CH2:17][NH2:18])=[N:13][CH:14]=[CH:15][CH:16]=2)[C:10]2[C:5](=[CH:6][CH:7]=[CH:8][CH:9]=2)[CH2:4][CH2:3][CH2:2]1.[BH-](O[C:29]([CH3:31])=O)(OC(C)=O)OC(C)=O.[Na+]>C(Cl)Cl.CC1C(C=O)=NC=C(C)C=1>[N:1]1([C:11]2[C:12]([CH2:17][NH:18][CH2:9][C:10]3[C:5]([CH3:6])=[CH:4][C:29]([CH3:31])=[CH:2][N:1]=3)=[N:13][CH:14]=[CH:15][CH:16]=2)[C:10]2[C:5](=[CH:6][CH:7]=[CH:8][CH:9]=2)[CH2:4][CH2:3][CH2:2]1 |f:1.2|. Procedure: Using General Procedure B: Reaction of C-[3-(3,4-dihydro-2H-quinoline-1-yl)pyridine-2-yl]methylamine in CH2Cl2 and 3,5-Dimethyl-pyridine-2-carbaldehyde with NaBH(OAc)3 gave [3-(3,4-Dihydro-2H-quinolin-1-yl)-pyridin-2-ylmethyl]-(3,5-dimethyl-pyridin-2-ylmethyl)-amine. The reactants are C1CCOC1, O=C(Cl)c1cccnc1F, Cc1ccccc1N. The product is Cc1ccccc1NC(=O)c1cccnc1F. Reaction SMILES: [CH2:19]1[O:20][CH2:21][CH2:22][CH2:23]1.[F:1][c:2]1[c:3]([C:4](=[O:5])[Cl:6])[cH:7][cH:8][cH:9][n:10]1.[NH2:11][c:12]1[c:13]([CH3:18])[cH:14][cH:15][cH:16][cH:17]1>>[F:1][c:2]1[c:3]([C:4](=[O:5])[NH:11][c:12]2[c:13]([CH3:18])[cH:14][cH:15][cH:16][cH:17]2)[cH:7][cH:8][cH:9][n:10]1.